Dataset: the Open Reaction Database (ORD), a public repository of structured organic reaction records. Task: describe an organic reaction: reactants, conditions, products, and yield Starting materials: COc1cc(N2CCC(N3CCOCC3)CC2)ccc1N, CC(C)O, O=C(Nc1c(F)cccc1F)c1cccc(-c2nc3ccccn3c2-c2ccnc(Cl)n2)c1, ClCCl, Cc1ccc(S(=O)(=O)O)cc1. The product is COc1cc(N2CCC(N3CCOCC3)CC2)ccc1Nc1nccc(-c2c(-c3cccc(C(=O)Nc4c(F)cccc4F)c3)nc3ccccn23)n1. RXN SMILES: [CH3:34][O:35][c:36]1[c:37]([NH2:38])[cH:39][cH:40][c:41]([N:43]2[CH2:44][CH2:45][CH:46]([N:49]3[CH2:50][CH2:51][O:52][CH2:53][CH2:54]3)[CH2:47][CH2:48]2)[cH:42]1.[CH:66]([OH:67])([CH3:68])[CH3:69].[Cl:1][c:2]1[n:3][cH:4][cH:5][c:6](-[c:8]2[c:9](-[c:17]3[cH:18][c:19]([C:20](=[O:21])[NH:22][c:23]4[c:24]([F:30])[cH:25][cH:26][cH:27][c:28]4[F:29])[cH:31][cH:32][cH:33]3)[n:10][c:11]3[n:12]2[cH:13][cH:14][cH:15][cH:16]3)[n:7]1.[Cl:70][CH2:71][Cl:72].[c:55]1([CH3:56])[cH:57][cH:58][c:59]([S:60]([OH:61])(=[O:62])=[O:63])[cH:64][cH:65]1>>[c:2]1([NH:38][c:37]2[c:36]([O:35][CH3:34])[cH:42][c:41]([N:43]3[CH2:44][CH2:45][CH:46]([N:49]4[CH2:50][CH2:51][O:52][CH2:53][CH2:54]4)[CH2:47][CH2:48]3)[cH:40][cH:39]2)[n:3][cH:4][cH:5][c:6](-[c:8]2[c:9](-[c:17]3[cH:18][c:19]([C:20](=[O:21])[NH:22][c:23]4[c:24]([F:30])[cH:25][cH:26][cH:27][c:28]4[F:29])[cH:31][cH:32][cH:33]3)[n:10][c:11]3[n:12]2[cH:13][cH:14][cH:15][cH:16]3)[n:7]1. Reactants: [BH4-], CC(=O)c1ccc(NS(C)(=O)=O)c(Sc2ccc(F)cc2F)c1, CC(=O)O, CO, [Na+]. Yields the product CC(O)c1ccc(NS(C)(=O)=O)c(Sc2ccc(F)cc2F)c1. As a reaction SMILES: [BH4-:1].[C:3]([CH3:4])(=[O:5])[c:6]1[cH:7][c:8]([S:17][c:18]2[c:19]([F:25])[cH:20][c:21]([F:24])[cH:22][cH:23]2)[c:9]([NH:10][S:11](=[O:12])(=[O:13])[CH3:14])[cH:15][cH:16]1.[CH3:26][C:27](=[O:28])[OH:29].[CH3:30][OH:31].[Na+:2]>>[CH:3]([CH3:4])([OH:5])[c:6]1[cH:7][c:8]([S:17][c:18]2[c:19]([F:25])[cH:20][c:21]([F:24])[cH:22][cH:23]2)[c:9]([NH:10][S:11](=[O:12])(=[O:13])[CH3:14])[cH:15][cH:16]1.